From a dataset of the Open Reaction Database (ORD), a public repository of structured organic reaction records. describe an organic reaction: reactants, conditions, products, and yield Reactants: ClCC1=NC2=CC(=CC=C2C=C1)OC(F)(F)F (2-chloromethyl-7-trifluoromethoxy-quinoline), FC(OC1=CC=C2C=CC(=NC2=C1)COC=1C=C(N)C=CC1)(F)F (3-(7-trifluoromethoxy-2-quinolinylmethoxy)aniline), [H-].[Na+] (NaH), NC=1C=C(C=CC1)O (3-aminophenol), C(C)(=O)OCC (ethyl acetate). Solvent: CN(C)C=O (DMF). Reaction conditions: time 30 minute. Product: FC(OC1=CC=C2C=CC(=NC2=C1)COC=1C=C(C=CC1)NC(CC(C(=O)O)(CC)CC)=O)(F)F (4-[3-(7-trifluoromethoxy-2-quinolinylmethoxy)phenylamino]-2,2-diethyl-4-oxobutanoic acid). As a reaction SMILES: [F:1][C:2]([F:24])([F:23])[O:3][C:4]1[CH:13]=[C:12]2[C:7]([CH:8]=[CH:9][C:10]([CH2:14][O:15][C:16]3[CH:17]=[C:18]([CH:20]=[CH:21][CH:22]=3)[NH2:19])=[N:11]2)=[CH:6][CH:5]=1.[H-].[Na+].N[C:28]1C=[C:30]([OH:34])[CH:31]=[CH:32][CH:33]=1.Cl[CH2:36][C:37]1C=CC2C(=CC(OC(F)(F)F)=CC=2)N=1.[C:52]([O:55]CC)(=[O:54])C>CN(C=O)C>[F:24][C:2]([F:1])([F:23])[O:3][C:4]1[CH:13]=[C:12]2[C:7]([CH:8]=[CH:9][C:10]([CH2:14][O:15][C:16]3[CH:17]=[C:18]([NH:19][C:30](=[O:34])[CH2:31][C:32]([CH2:33][CH3:28])([CH2:36][CH3:37])[C:52]([OH:55])=[O:54])[CH:20]=[CH:21][CH:22]=3)=[N:11]2)=[CH:6][CH:5]=1 |f:1.2|. Reported procedure: 3-(7-trifluoromethoxy-2-quinolinylmethoxy)aniline: 0.175 g of NaH (95%) is added at 0° to a solution of 0.754 g of 3-aminophenol in 20 ml of DMF and then the batch is stirred for 30 min. at 0°. 1.78 g of 2-chloromethyl-7-trifluoromethoxy-quinoline in solid form are then added and the batch is stirred for a further one hour at 0° and for another hour at 20°. It is then diluted with ethyl acetate, washed with water, dried over Na2SO4 and concentrated by evaporation. The evaporation residue is chro...